From a dataset of the Open Reaction Database (ORD), a public repository of structured organic reaction records. describe an organic reaction: reactants, conditions, products, and yield Reactants: C1CCOC1, COC(=O)c1ccc(Br)c(O)c1, Cc1cccc(CCO)c1, CC(C)OC(=O)N=NC(=O)OC(C)C, c1ccc(P(c2ccccc2)c2ccccc2)cc1. Yields the product COC(=O)c1ccc(Br)c(OCCc2cccc(C)c2)c1. Reaction SMILES: [CH2:56]1[O:57][CH2:58][CH2:59][CH2:60]1.[CH3:1][O:2][C:3]([c:4]1[cH:5][c:6]([OH:11])[c:7]([Br:10])[cH:8][cH:9]1)=[O:12].[CH3:32][c:33]1[cH:34][c:35]([CH2:39][CH2:40][OH:41])[cH:36][cH:37][cH:38]1.[O:42]=[C:43]([O:44][CH:45]([CH3:46])[CH3:47])[N:48]=[N:49][C:50]([O:51][CH:52]([CH3:53])[CH3:54])=[O:55].[c:13]1([P:14]([c:15]2[cH:16][cH:17][cH:18][cH:19][cH:20]2)[c:21]2[cH:22][cH:23][cH:24][cH:25][cH:26]2)[cH:27][cH:28][cH:29][cH:30][cH:31]1>>[CH3:1][O:2][C:3]([c:4]1[cH:5][c:6]([O:11][CH2:40][CH2:39][c:35]2[cH:34][c:33]([CH3:32])[cH:38][cH:37][cH:36]2)[c:7]([Br:10])[cH:8][cH:9]1)=[O:12]. As a reaction SMILES: [CH3:26][OH:27].[Cl:2][c:3]1[c:4](-[c:10]2[cH:11][c:12]3[n:13]([c:14](=[O:16])[nH:15]2)[n:17][c:18]([CH:20]2[CH2:21][CH2:22][NH:23][CH2:24][CH2:25]2)[n:19]3)[cH:5][cH:6][c:7]([Cl:9])[cH:8]1.[ClH:1]>>[Cl:2][c:3]1[c:4](-[c:10]2[cH:11][c:12]3[n:13]([c:14](=[O:16])[nH:15]2)[n:17][c:18]([CH:20]2[CH2:21][CH2:22][N:23]([CH3:26])[CH2:24][CH2:25]2)[n:19]3)[cH:5][cH:6][c:7]([Cl:9])[cH:8]1. Yields the product CN1CCC(c2nc3cc(-c4ccc(Cl)cc4Cl)[nH]c(=O)n3n2)CC1. Reactants: CO, O=c1[nH]c(-c2ccc(Cl)cc2Cl)cc2nc(C3CCNCC3)nn12, Cl. Reactants: S(=O)(Cl)Cl (thionyl chloride), CN(C=O)C (dimethylformamide), C(C)(C)NC1CCCCC1 (N-isopropyl-N-cyclohexyl amine), acid chloride, C1CCOC1 (THF). Solvent: C1=CC=CC=C1 (benzene). Product: C(=O)(O)C1=CC=C(C=O)C=C1 (4-carboxybenzaldehyde), amide. RXN SMILES: S(Cl)(Cl)=[O:2].CN(C)[CH:7]=[O:8].C(N[CH:14]1[CH2:19][CH2:18][CH2:17][CH2:16][CH2:15]1)(C)C.C1[CH2:24][O:23]CC1>C1C=CC=CC=1>[C:24]([C:14]1[CH:15]=[CH:16][C:17]([CH:7]=[O:8])=[CH:18][CH:19]=1)([OH:23])=[O:2]. Reported procedure: The acid chloride of 4-carboxybenzaldehyde (7.0 g, 46.5 mmol) was prepared in the same manner as in Example 29 using thionyl chloride (3.5 mL) and dimethylformamide (0.34 mL) in benzene (250 mL). The amide was prepared from the acid chloride in the same manner and using the same workup procedure as in Example 29 using N-isopropyl-N-cyclohexyl amine (13.3 g, 93.1mmol) in THF (150 mL) at 0° C. The crude product was suitable for use without further purification. The reactants are [Br-], Cc1c(OCC(F)(F)F)ccnc1CCl, CCO, Cl, CN1CCN(c2cc3nc(S)[nH]c3cc2F)CC1, [K+], [Na+], [OH-]. Product: Cc1c(OCC(F)(F)F)ccnc1CSc1nc2cc(N3CCN(C)CC3)c(F)cc2[nH]1. As a reaction SMILES: [Br-:37].[CH3:20][c:21]1[c:22]([CH2:33][Cl:34])[n:23][cH:24][cH:25][c:26]1[O:27][CH2:28][C:29]([F:30])([F:31])[F:32].[CH3:39][CH2:40][OH:41].[ClH:19].[F:1][c:2]1[c:3]([N:12]2[CH2:13][CH2:14][N:15]([CH3:18])[CH2:16][CH2:17]2)[cH:4][c:5]2[c:6]([nH:7][c:8]([SH:10])[n:9]2)[cH:11]1.[K+:38].[Na+:36].[OH-:35]>>[F:1][c:2]1[c:3]([N:12]2[CH2:13][CH2:14][N:15]([CH3:18])[CH2:16][CH2:17]2)[cH:4][c:5]2[c:6]([nH:7][c:8]([S:10][CH2:33][c:22]3[c:21]([CH3:20])[c:26]([O:27][CH2:28][C:29]([F:30])([F:31])[F:32])[cH:25][cH:24][n:23]3)[n:9]2)[cH:11]1. Reaction SMILES: [Cl-:1].[C:2]1([CH2:8][N+:9]2[CH:14]=[CH:13][C:12]([CH2:15][CH3:16])=[CH:11][CH:10]=2)[CH:7]=[CH:6][CH:5]=[CH:4][CH:3]=1>C(O)(C)C>[CH2:15]([C:12]1[CH:13]=[CH:14][N:9]=[CH:10][CH:11]=1)[CH3:16].[CH2:8]([Cl:1])[C:2]1[CH:7]=[CH:6][CH:5]=[CH:4][CH:3]=1 |f:0.1|. Product: C(C)C1=CC=NC=C1 (4-ethylpyridine), C(C1=CC=CC=C1)Cl (benzyl chloride). Procedure: Following a procedure similar to that described in Example 1(a), 415 g (89%) of N-(phenylmethyl)-4-ethylpyridinium chloride obtained from 4-ethylpyridine (214 g, 2.0 mol), benzyl chloride (253 g, 2.0 mol) and isopropanol (1200 mL). The product had a melting point of 157°-162° C. Run in C(C)(C)O (isopropanol). The reactants are [Cl-].C1(=CC=CC=C1)C[N+]1=CC=C(C=C1)CC (N-(phenylmethyl)-4-ethylpyridinium chloride).